Dataset: the Open Reaction Database (ORD), a public repository of structured organic reaction records. Task: describe an organic reaction: reactants, conditions, products, and yield Procedure: To a stirred solution of m-chlorophenylacetic acid (2.38 g, 14 mmol) in tetrahydrofuran (85 ml) was added at −78° C. lithium diisopropylamide solution (31 ml 1M in THF, 31 mmol). After stirring the mixture for 20 min 1-iodo-3,3,3-trifluoropropane (4.38 g, 20 mmol) was added and the mixture was allowed to warm to room temperature overnight. Water (5 ml) was added followed by 2N hydrochloric acid (10 ml). The reaction mixture was extracted twice with ethyl acetate. The combined organic layers were... The solvent is O1CCCC1 (tetrahydrofuran), O (Water). Yields the product ClC=1C=C(C=CC1)C(C(=O)O)CCC(F)(F)F (rac-2-(3-Chloro-phenyl)-5,5,5-trifluoro-pentanoic acid). As a reaction SMILES: [Cl:1][C:2]1[CH:3]=[C:4]([CH2:8][C:9]([OH:11])=[O:10])[CH:5]=[CH:6][CH:7]=1.C([N-]C(C)C)(C)C.[Li+].I[CH2:21][CH2:22][C:23]([F:26])([F:25])[F:24].Cl>O1CCCC1.O>[Cl:1][C:2]1[CH:3]=[C:4]([CH:8]([CH2:21][CH2:22][C:23]([F:26])([F:25])[F:24])[C:9]([OH:11])=[O:10])[CH:5]=[CH:6][CH:7]=1 |f:1.2|. The reactants are ClC=1C=C(C=CC1)CC(=O)O (m-chlorophenylacetic acid), C(C)(C)[N-]C(C)C.[Li+] (lithium diisopropylamide), Cl (hydrochloric acid), ICCC(F)(F)F (1-iodo-3,3,3-trifluoropropane).